The task is: describe an organic reaction: reactants, conditions, products, and yield. This data is from the Open Reaction Database (ORD), a public repository of structured organic reaction records. Reactants: CCBr, CC#N, C1CCC2=NCCCN2CC1, O=C(O)Cc1ccc(Cl)cc1. Product: CCOC(=O)Cc1ccc(Cl)cc1. RXN SMILES: [Br:12][CH2:13][CH3:14].[CH3:26][C:27]#[N:28].[N:15]12[CH2:16][CH2:17][CH2:18][N:19]=[C:20]1[CH2:21][CH2:22][CH2:23][CH2:24][CH2:25]2.[OH:1][C:2](=[O:3])[CH2:4][c:5]1[cH:6][cH:7][c:8]([Cl:9])[cH:10][cH:11]1>>[O:1]([C:2](=[O:3])[CH2:4][c:5]1[cH:6][cH:7][c:8]([Cl:9])[cH:10][cH:11]1)[CH2:13][CH3:14]. Reactants: O1C=C(C=C1)C=1OC(=C(N1)C)C(=O)C1=C(N=C(O1)C1=COC=C1)C (3-Furyl-4-methyl-5-oxazolyl ketone), C[Li] (methyllithium), C(C)O (ethanol), [Cl-].[Na+] (sodium chloride). The solvent is C(C)OCC (diethylether). Reaction conditions: time 45 minute. Yields the product O1C=C(C=C1)C(C)(O)C1=C(N=CO1)C (1-(3-furyl)-1-(4-methyl-5-oxazolyl)ethanol), ( a ). RXN SMILES: O1C=CC(C2O[C:8]([C:12]([C:14]3[O:18][C:17](C4C=COC=4)=[N:16][C:15]=3[CH3:24])=[O:13])=[C:9]([CH3:11])N=2)=C1.[CH3:25][Li].[CH2:27]([OH:29])C.[Cl-].[Na+]>C(OCC)C>[O:29]1[CH:11]=[CH:9][C:8]([C:12]([C:14]2[O:18][CH:17]=[N:16][C:15]=2[CH3:24])([OH:13])[CH3:25])=[CH:27]1 |f:3.4|. Reported procedure: 3-Furyl-4-methyl-5-oxazolyl ketone (1 g) in dry diethylether (15 ml) at -70° C. under a nitrogen atmosphere was treated dropwise with methyllithium (1.5M solution in diethylether, 4.1 ml). After 45 minutes the reaction mixture was allowed to warm to room temperature and ethanol (2 ml) was added. The mixture was poured into saturated aqueous sodium chloride and extracted with dichloromethane. Chromatography and crystallisation then gave 1-(3-furyl)-1-(4-methyl-5-oxazolyl)ethanol identical to the ... Reactants: CC1=NCCC2=C(C=CC=C12)OC (1-Methyl-5-methoxy-3,4-dihydro-isoquinoline), C(C)(=O)O[BH-](OC(C)=O)OC(C)=O.[Na+] (sodium triacetoxyborohydride). The product is CC1NCCC2=C(C=CC=C12)OC (1-Methyl-5-methoxy-1,2,3,4-tetrahydro-isoquinoline). Reaction SMILES: [CH3:1][C:2]1[C:11]2[C:6](=[C:7]([O:12][CH3:13])[CH:8]=[CH:9][CH:10]=2)[CH2:5][CH2:4][N:3]=1.C(O[BH-](OC(=O)C)OC(=O)C)(=O)C.[Na+]>>[CH3:1][CH:2]1[C:11]2[C:6](=[C:7]([O:12][CH3:13])[CH:8]=[CH:9][CH:10]=2)[CH2:5][CH2:4][NH:3]1 |f:1.2|. Procedure details: In close analogy to the procedure described above, 1-Methyl-5-methoxy-3,4-dihydro-isoquinoline is reacted with sodium triacetoxyborohydride to provide the title compound. Procedure: A solution of 5-(4-methylpiperazin-1-yl)pyridin-2-amine (172 mg, 0.90 mmol), 4-bromo-6-chloro-2-methylpyridazin-3(2H)-one (200 mg, 0.90 mmol) cesium carbonate (1.02 g, 3.13 mmol) and 4,5-bis(diphenylphosphino)-9,9-dimethylxanthene (77.7 mg, 0.13 mmol) in dioxane (10 ml) was flushed with argon before tris(dibenzylideneacetone)dipalladium(0) (61.5 mg, 0.07 mmol) was added and the resulting solution was heated at 90° C. for 18 h. The mixture was cooled to room temperature and diluted with dichlorom... Yields the product ClC=1C=C(C(N(N1)C)=O)NC1=NC=C(C=C1)N1CCN(CC1)C (6-chloro-4-[5-(4-methyl-piperazin-1-yl)-pyridin-2-ylamino]-2-methyl-2H-pyridazin-3-one). Run in ClCCl (dichloromethane), O (water), O1CCOCC1 (dioxane). Starting materials: CN1CCN(CC1)C=1C=CC(=NC1)N (5-(4-methylpiperazin-1-yl)pyridin-2-amine), BrC=1C(N(N=C(C1)Cl)C)=O (4-bromo-6-chloro-2-methylpyridazin-3(2H)-one), C1(=CC=CC=C1)P(C1=CC=CC=2C(C3=CC=CC(=C3OC12)P(C1=CC=CC=C1)C1=CC=CC=C1)(C)C)C1=CC=CC=C1 (4,5-bis(diphenylphosphino)-9,9-dimethylxanthene). The reagents and catalysts are C=1C=CC(=CC1)/C=C/C(=O)/C=C/C2=CC=CC=C2.C=1C=CC(=CC1)/C=C/C(=O)/C=C/C2=CC=CC=C2.C=1C=CC(=CC1)/C=C/C(=O)/C=C/C2=CC=CC=C2.[Pd].[Pd] (tris(dibenzylideneacetone)dipalladium(0)). The yield is 74.0%. Run at temperature 90 celsius. RXN SMILES: [CH3:1][N:2]1[CH2:7][CH2:6][N:5]([C:8]2[CH:9]=[CH:10][C:11]([NH2:14])=[N:12][CH:13]=2)[CH2:4][CH2:3]1.Br[C:16]1[C:17](=[O:24])[N:18]([CH3:23])[N:19]=[C:20]([Cl:22])[CH:21]=1.C1(P(C2C=CC=CC=2)C2C3OC4C(=CC=CC=4P(C4C=CC=CC=4)C4C=CC=CC=4)C(C)(C)C=3C=CC=2)C=CC=CC=1>O1CCOCC1.ClCCl.O.C1C=CC(/C=C/C(/C=C/C2C=CC=CC=2)=O)=CC=1.C1C=CC(/C=C/C(/C=C/C2C=CC=CC=2)=O)=CC=1.C1C=CC(/C=C/C(/C=C/C2C=CC=CC=2)=O)=CC=1.[Pd].[Pd]>[Cl:22][C:20]1[CH:21]=[C:16]([NH:14][C:11]2[CH:10]=[CH:9][C:8]([N:5]3[CH2:6][CH2:7][N:2]([CH3:1])[CH2:3][CH2:4]3)=[CH:13][N:12]=2)[C:17](=[O:24])[N:18]([CH3:23])[N:19]=1 |f:6.7.8.9.10|. Reactants: CCOC(=O)c1c(Cl)nc2cscc2c1Cl, CC(=O)O, CC(=O)[O-], [NH4+]. Product: CCOC(=O)c1c(Cl)c2cscc2[nH]c1=O. RXN SMILES: [CH2:6]([CH3:7])[O:8][C:9](=[O:10])[c:11]1[c:12]([Cl:21])[n:13][c:14]2[cH:15][s:16][cH:17][c:18]2[c:19]1[Cl:20].[CH3:22][C:23](=[O:24])[OH:25].[CH3:2][C:3]([O-:4])=[O:5].[NH4+:1]>>[O:4]=[c:12]1[c:11]([C:9]([O:8][CH2:6][CH3:7])=[O:10])[c:19]([Cl:20])[c:18]2[c:14]([nH:13]1)[cH:15][s:16][cH:17]2. Starting materials: [H-].[Na+] (Sodium hydride), CC=1NC=CN1 (2-Methyl imidazole), BrCC1=C(C=C(C=C1)Cl)OC (1-Bromomethyl-4-chloro-2-methoxy-benzene). The solvent is C(C)(=O)OCC (ethyl acetate), CN(C)C=O (DMF). Product: ClC1=CC(=C(CN2C(=NC=C2)C)C=C1)OC (1-(4-chloro-2-methoxybenzyl)-2-methyl-1H-imidazole). Isolated yield 39.7%. As a reaction SMILES: [CH3:1][C:2]1[NH:3][CH:4]=[CH:5][N:6]=1.[H-].[Na+].Br[CH2:10][C:11]1[CH:16]=[CH:15][C:14]([Cl:17])=[CH:13][C:12]=1[O:18][CH3:19]>CN(C=O)C.C(OCC)(=O)C>[Cl:17][C:14]1[CH:15]=[CH:16][C:11]([CH2:10][N:3]2[CH:4]=[CH:5][N:6]=[C:2]2[CH3:1])=[C:12]([O:18][CH3:19])[CH:13]=1 |f:1.2|. Procedure: 2-Methyl imidazole (45 mg, 0.55 mmol) was dissolved in DMF. Sodium hydride (60 mg, 1.5 mmol) was added slowly. The mixture was stirred at room temperature until bubbling ceased. 1-Bromomethyl-4-chloro-2-methoxy-benzene (117 mg, 0.5 mmol) was added and the mixture was heated to 100° C. for 16 hours. The mixture was cooled to room temperature, diluted with ethyl acetate, and washed with water and with brine. The organic layer was dried (MgSO4), filtered, and concentrated under vacuum. The residue ...